From a dataset of the Open Reaction Database (ORD), a public repository of structured organic reaction records. describe an organic reaction: reactants, conditions, products, and yield RXN SMILES: [Br-:35].[Cl:1][C:2](=[O:3])[O:4][c:5]1[cH:6][cH:7][c:8]([O:11][c:12]2[n:13][cH:14][c:15]([C:18]([F:19])([F:20])[F:21])[cH:16][cH:17]2)[cH:9][cH:10]1.[K+:36].[n:22]1[c:23]([CH2:28][N:29]2[CH2:30][CH2:31][NH:32][CH2:33][CH2:34]2)[cH:24][cH:25][cH:26][cH:27]1>>[C:2](=[O:3])([O:4][c:5]1[cH:6][cH:7][c:8]([O:11][c:12]2[n:13][cH:14][c:15]([C:18]([F:19])([F:20])[F:21])[cH:16][cH:17]2)[cH:9][cH:10]1)[N:32]1[CH2:31][CH2:30][N:29]([CH2:28][c:23]2[n:22][cH:27][cH:26][cH:25][cH:24]2)[CH2:34][CH2:33]1.[ClH:1]. The reactants are [Br-], O=C(Cl)Oc1ccc(Oc2ccc(C(F)(F)F)cn2)cc1, [K+], c1ccc(CN2CCNCC2)nc1. Product: O=C(Oc1ccc(Oc2ccc(C(F)(F)F)cn2)cc1)N1CCN(Cc2ccccn2)CC1, Cl. Reactants: BrB(Br)Br, CCN(CC)C(=O)c1cccc(OC)c1, ClCCl. The product is CCN(CC)C(=O)c1cccc(O)c1. Reaction SMILES: [B:16]([Br:17])([Br:18])[Br:19].[CH2:1]([CH3:2])[N:3]([C:4]([c:5]1[cH:6][c:7]([O:11][CH3:12])[cH:8][cH:9][cH:10]1)=[O:13])[CH2:14][CH3:15].[Cl:20][CH2:21][Cl:22]>>[CH2:1]([CH3:2])[N:3]([C:4]([c:5]1[cH:6][c:7]([OH:11])[cH:8][cH:9][cH:10]1)=[O:13])[CH2:14][CH3:15]. Reaction SMILES: [CH3:22][CH2:23][O:24][CH2:25][CH3:26].[CH:16](=[O:17])[O:18][CH3:19].[ClH:21].[F:1][C:2]([c:3]1[cH:4][c:5]([CH2:9][C:10](=[O:11])[O:12][CH3:13])[cH:6][cH:7][cH:8]1)([F:14])[F:15].[Na:20]>>[F:1][C:2]([c:3]1[cH:4][c:5]([C:9]([C:10](=[O:11])[O:12][CH3:13])=[CH:16][OH:17])[cH:6][cH:7][cH:8]1)([F:14])[F:15]. Starting materials: CCOCC, COC=O, Cl, COC(=O)Cc1cccc(C(F)(F)F)c1, [Na]. Product: COC(=O)C(=CO)c1cccc(C(F)(F)F)c1.